From a dataset of the Open Reaction Database (ORD), a public repository of structured organic reaction records. describe an organic reaction: reactants, conditions, products, and yield RXN SMILES: [CH3:18][C:19](=[O:20])[O-:21].[Cl:11][C:12](=[O:13])[C:14]([Cl:15])=[O:16].[NH3:22].[Na+:17].[O:23]=[CH:24][N:25]([CH3:26])[CH3:27].[n:1]1[c:2]2[cH:10][cH:9][cH:8][cH:7][cH:6][c:3]-2[cH:4][cH:5]1>>[n:1]1[c:2]2[cH:10][cH:9][cH:8][c:7]([CH:12]=[O:13])[cH:6][c:3]-2[cH:4][cH:5]1. Yields the product O=Cc1cccc2nccc-2c1. Reactants: CC(=O)[O-], O=C(Cl)C(=O)Cl, N, [Na+], CN(C)C=O, c1ccc2ccnc-2cc1. Reactants: FC1=CC=C(C=C1)C(CCO)C1=CC=C(C=C1)F (3,3-bis(4-fluorophenyl)propan-1-ol), CC1=CC=C(C=C1)S(=O)(=O)Cl (4-methylbenzene-1-sulfonyl chloride). Run in N1=CC=CC=C1 (pyridine). Run at temperature 0 celsius, time 4 hour. The product is CC1=CC=C(C=C1)S(=O)(=O)OCCC(C1=CC=C(C=C1)F)C1=CC=C(C=C1)F (3,3-bis(4-fluorophenyl)propyl 4-methylbenzenesulfonate). RXN SMILES: [F:1][C:2]1[CH:7]=[CH:6][C:5]([CH:8]([C:12]2[CH:17]=[CH:16][C:15]([F:18])=[CH:14][CH:13]=2)[CH2:9][CH2:10][OH:11])=[CH:4][CH:3]=1.[CH3:19][C:20]1[CH:25]=[CH:24][C:23]([S:26](Cl)(=[O:28])=[O:27])=[CH:22][CH:21]=1>N1C=CC=CC=1>[CH3:19][C:20]1[CH:25]=[CH:24][C:23]([S:26]([O:11][CH2:10][CH2:9][CH:8]([C:12]2[CH:13]=[CH:14][C:15]([F:18])=[CH:16][CH:17]=2)[C:5]2[CH:6]=[CH:7][C:2]([F:1])=[CH:3][CH:4]=2)(=[O:28])=[O:27])=[CH:22][CH:21]=1. Procedure: To a solution of 3,3-bis(4-fluorophenyl)propan-1-ol (4.99 g, 20.1 mmol) in pyridine (60 mL) at 0° C. was added 4-methylbenzene-1-sulfonyl chloride (4.20 g, 22.0 mmol). The reaction mixture was stirred at 0° C. for 4 h, warmed to room temperature and stirred for 4 h. The reaction mixture was partially concentrated, diluted with EtOAc, washed with 1 M HCl (2×), saturated NaHCO3 (1×), brine (1×), dried over MgSO4, filtered, and concentrated to give 3,3-bis(4-fluorophenyl)propyl 4-methylbenzenesulfo...